From a dataset of the Open Reaction Database (ORD), a public repository of structured organic reaction records. describe an organic reaction: reactants, conditions, products, and yield The reactants are CCCCOC12CCC(=O)C3Oc4c(O)ccc5c4C31CCN(C)C2C5, CI, CC#N. Yields the product CCCCOC12CCC(=O)C3Oc4c(O)ccc5c4C31CC[N+](C)(C)C2C5, [I-]. As a reaction SMILES: [CH2:1]([CH2:2][CH2:3][CH3:4])[O:5][C:6]12[CH2:7][CH2:8][C:9](=[O:26])[CH:10]3[C:11]14[c:12]1[c:13]([c:14]([OH:24])[cH:15][cH:16][c:17]1[CH2:18][CH:19]2[N:20]([CH3:23])[CH2:21][CH2:22]4)[O:25]3.[CH3:27][I:28].[CH3:29][C:30]#[N:31]>>[CH2:1]([CH2:2][CH2:3][CH3:4])[O:5][C:6]12[CH2:7][CH2:8][C:9](=[O:26])[CH:10]3[C:11]14[c:12]1[c:13]([c:14]([OH:24])[cH:15][cH:16][c:17]1[CH2:18][CH:19]2[N+:20]([CH3:23])([CH3:27])[CH2:21][CH2:22]4)[O:25]3.[I-:28]. The reactants are CC(C)C(=O)Nc1cccc(C2CCNCC2)c1, O=Cc1ccc(-c2ccc(C(F)(F)F)cc2Cl)o1. Product: CC(C)C(=O)Nc1cccc(C2CCN(Cc3ccc(-c4ccc(C(F)(F)F)cc4Cl)o3)CC2)c1. Reaction SMILES: [CH3:19][CH:20]([C:21](=[O:22])[NH:23][c:24]1[cH:25][c:26]([CH:30]2[CH2:31][CH2:32][NH:33][CH2:34][CH2:35]2)[cH:27][cH:28][cH:29]1)[CH3:36].[Cl:1][c:2]1[c:3](-[c:12]2[cH:13][cH:14][c:15]([CH:17]=[O:18])[o:16]2)[cH:4][cH:5][c:6]([C:8]([F:9])([F:10])[F:11])[cH:7]1>>[Cl:1][c:2]1[c:3](-[c:12]2[cH:13][cH:14][c:15]([CH2:17][N:33]3[CH2:32][CH2:31][CH:30]([c:26]4[cH:25][c:24]([NH:23][C:21]([CH:20]([CH3:19])[CH3:36])=[O:22])[cH:29][cH:28][cH:27]4)[CH2:35][CH2:34]3)[o:16]2)[cH:4][cH:5][c:6]([C:8]([F:9])([F:10])[F:11])[cH:7]1.